describe an organic reaction: reactants, conditions, products, and yield From a dataset of the Open Reaction Database (ORD), a public repository of structured organic reaction records. The reactants are [BH3-]C#N, CO, O=CC1CC1, O=C1c2c(O)c(O)c(CC3CCCNC3)c(=O)n2CCN1Cc1ccc(F)cc1, [Na+]. The product is O=C1c2c(O)c(O)c(CC3CCCN(CC4CC4)C3)c(=O)n2CCN1Cc1ccc(F)cc1. RXN SMILES: [C:35]([BH3-:36])#[N:37].[CH3:39][OH:40].[CH:30]1([CH:33]=[O:34])[CH2:31][CH2:32]1.[F:1][c:2]1[cH:3][cH:4][c:5]([CH2:6][N:7]2[C:8](=[O:27])[c:9]3[n:10]([c:13](=[O:26])[c:14]([CH2:19][CH:20]4[CH2:21][NH:22][CH2:23][CH2:24][CH2:25]4)[c:15]([OH:18])[c:16]3[OH:17])[CH2:11][CH2:12]2)[cH:28][cH:29]1.[Na+:38]>>[F:1][c:2]1[cH:3][cH:4][c:5]([CH2:6][N:7]2[C:8](=[O:27])[c:9]3[n:10]([c:13](=[O:26])[c:14]([CH2:19][CH:20]4[CH2:21][N:22]([CH2:33][CH:30]5[CH2:31][CH2:32]5)[CH2:23][CH2:24][CH2:25]4)[c:15]([OH:18])[c:16]3[OH:17])[CH2:11][CH2:12]2)[cH:28][cH:29]1. Reactants: COC1=CC(=C(N)C=C1OC)C (4,5-dimethoxy-2-methylaniline), N1=CC=CC=C1 (pyridine), CC(=O)C (acetone), C(C=CC1=CC=CC=C1)(=O)Cl (cinnamoyl chloride). Solvent: O (water). Run at time 20 minute. The product is CC1=C(C=C(C(=C1)OC)OC)NC(C=CC1=CC=CC=C1)=O (N-(2-methyl-4,5-dimethoxyphenyl)cinnamamide). The yield is 97.9%. Reaction SMILES: [CH3:1][O:2][C:3]1[C:9]([O:10][CH3:11])=[CH:8][C:6]([NH2:7])=[C:5]([CH3:12])[CH:4]=1.N1C=CC=CC=1.CC(C)=O.[C:23](Cl)(=[O:32])[CH:24]=[CH:25][C:26]1[CH:31]=[CH:30][CH:29]=[CH:28][CH:27]=1>O>[CH3:12][C:5]1[CH:4]=[C:3]([O:2][CH3:1])[C:9]([O:10][CH3:11])=[CH:8][C:6]=1[NH:7][C:23](=[O:32])[CH:24]=[CH:25][C:26]1[CH:31]=[CH:30][CH:29]=[CH:28][CH:27]=1. Procedure: To a solution of 4,5-dimethoxy-2-methylaniline (40.1 g), pyridine (48.5 ml), and acetone (350 ml), cinnamoyl chloride (44.0 g) was added dropwise at room temperature over 15 minutes. After allowing to react at room temperature for 2 hours, water (15 ml) was added and the mixture was stirred for 20 minutes. The solvent was distilled off under reduced pressure, and the residue was dissolved in chloroform, followed by washing with 1N HCl, 1N caustic soda and water in this order, and drying. Chlorof... Isolated yield 66.0%. Yields the product C(C)(C)OC1=NC(=NC(=N1)OC(C)C)NC1=CC(=C(C=C1)N1C=NC(=C1)C)OC ((4,6-Diisopropoxy-[1,3,5]triazin-2-yl)-[3-methoxy-4-(4-methyl-imidazol-1-yl)-phenyl]-amine). Reactants: CC(C)O (2-propanol), [Na] (sodium), alcoholate, ClC1=NC(=NC(=N1)OC(C)C)NC1=CC(=C(C=C1)N1C=NC(=C1)C)OC ((4-chloro-6-isopropoxy-[1,3,5]triazin-2-yl)-[3-methoxy-4-(4-methyl-imidazol-1-yl)-phenyl]-amine). RXN SMILES: [CH3:1][CH:2]([OH:4])[CH3:3].[Na].Cl[C:7]1[N:12]=[C:11]([O:13][CH:14]([CH3:16])[CH3:15])[N:10]=[C:9]([NH:17][C:18]2[CH:23]=[CH:22][C:21]([N:24]3[CH:28]=[C:27]([CH3:29])[N:26]=[CH:25]3)=[C:20]([O:30][CH3:31])[CH:19]=2)[N:8]=1>O>[CH:2]([O:4][C:7]1[N:12]=[C:11]([O:13][CH:14]([CH3:16])[CH3:15])[N:10]=[C:9]([NH:17][C:18]2[CH:23]=[CH:22][C:21]([N:24]3[CH:28]=[C:27]([CH3:29])[N:26]=[CH:25]3)=[C:20]([O:30][CH3:31])[CH:19]=2)[N:8]=1)([CH3:3])[CH3:1] |^1:4|. Procedure details: To 2-propanol (321 mg, 5.34 mmol) was added metallic sodium (9 mg, 0.39 mmol). The resulting alcoholate-solution was treated with (4-chloro-6-isopropoxy-[1,3,5]triazin-2-yl)-[3-methoxy-4-(4-methyl-imidazol-1-yl)-phenyl]-amine (100 mg, 0.27 mmol) and the resulting mixture refluxed for 3 hours. Water was added and the product extracted with ethyl acetate. The crude material was purified by chromatography on Si—NH2 gel (Isolute) using ethyl acetate as an eluent to give the title compound as a color... Run in O (Water). Reactants: CN([C@H](CC1=CC(=C(C(=C1)Br)O)Br)C(=O)O)C(=O)NCCC1=CC(=CC=C1)OC (methyl 3,5-dibromo-N-[[[2-(3-methoxyphenyl)ethyl]amino]carbonyl]-D-tyrosine), [OH-].[Li+] (lithium hydroxide). The solvent is O (water). Run at time 1 hour. Product: BrC=1C=C(C[C@@H](NC(=O)NCCC2=CC(=CC=C2)OC)C(=O)O)C=C(C1O)Br (3,5-dibromo-N-[[[2-(3-methoxyphenyl)ethyl]amino]carbonyl]-D-tyrosine). Reaction SMILES: C[N:2]([C:17]([NH:19][CH2:20][CH2:21][C:22]1[CH:27]=[CH:26][CH:25]=[C:24]([O:28][CH3:29])[CH:23]=1)=[O:18])[C@@H:3]([C:14]([OH:16])=[O:15])[CH2:4][C:5]1[CH:10]=[C:9]([Br:11])[C:8]([OH:12])=[C:7]([Br:13])[CH:6]=1.[OH-].[Li+]>O>[Br:11][C:9]1[CH:10]=[C:5]([CH:6]=[C:7]([Br:13])[C:8]=1[OH:12])[CH2:4][C@H:3]([C:14]([OH:16])=[O:15])[NH:2][C:17]([NH:19][CH2:20][CH2:21][C:22]1[CH:27]=[CH:26][CH:25]=[C:24]([O:28][CH3:29])[CH:23]=1)=[O:18] |f:1.2|. Procedure details: A mixture of 24 g (46.3 mmol) of methyl 3,5-dibromo-N-[[[2-(3-methoxyphenyl)ethyl]amino]carbonyl]-D-tyrosine and 5.0 g (50 mmol) of lithium hydroxide in 200 ml of water was stirred for 1 hour at 60 C. The solid product was suction filtered and the filtrate was washed with 200 ml of ethyl acetate. By the addition of 1 M aqueous hydrochloric acid the aqueous phase was adjusted to a pH of 3-4 and extracted 3 times with 150 ml of ethyl acetate. The combined ethyl acetate phases were washed once with... Starting materials: COC(=O)c1cc(C=Cc2ccc(S(=O)(=O)O)cc2)ccc1OC(C)=O, CN(C)C=O, ClCCl, [K], [Na+], [OH-], O, O=S(Cl)Cl. The product is COC(=O)c1cc(C=Cc2ccc(S(=O)(=O)Cl)cc2)ccc1OC(C)=O. RXN SMILES: [C:2]([CH3:3])(=[O:4])[O:5][c:6]1[c:7]([C:8](=[O:9])[O:10][CH3:11])[cH:12][c:13]([CH:16]=[CH:17][c:18]2[cH:19][cH:20][c:21]([S:24](=[O:25])(=[O:26])[OH:27])[cH:22][cH:23]2)[cH:14][cH:15]1.[CH3:28][N:29]([CH3:30])[CH:31]=[O:32].[Cl:39][CH2:40][Cl:41].[K:1].[Na+:38].[OH-:37].[OH2:42].[S:33]([Cl:34])([Cl:35])=[O:36]>>[C:2]([CH3:3])(=[O:4])[O:5][c:6]1[c:7]([C:8](=[O:9])[O:10][CH3:11])[cH:12][c:13]([CH:16]=[CH:17][c:18]2[cH:19][cH:20][c:21]([S:24](=[O:25])(=[O:27])[Cl:35])[cH:22][cH:23]2)[cH:14][cH:15]1.